From a dataset of the Open Reaction Database (ORD), a public repository of structured organic reaction records. describe an organic reaction: reactants, conditions, products, and yield Procedure details: To the above prepared benzofuran-3-sulfonyl chloride (0.104 g, 0.480 mmol) was added ammonia (6 eq., 0.5 M in dioxane) and the mixture stirred for one night at 50° C. Evaporation of the solvent, followed by flash chromatography (SiO2, heptane/AcOEt=7/3) and direct crystallization from heptane/AcOEt, generated 0.036 g of the title compound as off-white crystals. Extensive nOE measurements and 13C-NMR NMR corroborated the structure. The reactants are O1C=C(C2=C1C=CC=C2)S(=O)(=O)Cl (benzofuran-3-sulfonyl chloride), N (ammonia). RXN SMILES: [O:1]1[C:5]2[CH:6]=[CH:7][CH:8]=[CH:9][C:4]=2[C:3]([S:10](Cl)(=[O:12])=[O:11])=[CH:2]1.[NH3:14]>>[O:1]1[C:5]2[CH:6]=[CH:7][CH:8]=[CH:9][C:4]=2[C:3]([S:10]([NH2:14])(=[O:12])=[O:11])=[CH:2]1. Reaction conditions: temperature 50 celsius. The product is O1C=C(C2=C1C=CC=C2)S(=O)(=O)N (Benzofuran-3-sulfonic acid amide). The reactants are O=C([O-])[O-], CCc1ccc2c(c1)C1CNCCC1N2, CCC(C)=O, O=C(CCCCl)c1ccc(F)cc1, [I-], [K+], [K+], [K+]. The product is CCc1ccc2c(c1)C1CN(CCCC(=O)c3ccc(F)cc3)CCC1N2. RXN SMILES: [C:29](=[O:30])([O-:31])[O-:32].[CH2:1]([CH3:2])[c:3]1[cH:4][c:5]2[c:9]([cH:10][cH:11]1)[NH:8][CH:7]1[CH:6]2[CH2:15][NH:14][CH2:13][CH2:12]1.[CH2:37]([C:38]([CH3:39])=[O:40])[CH3:41].[F:16][c:17]1[cH:18][cH:19][c:20]([C:21](=[O:22])[CH2:23][CH2:24][CH2:25][Cl:26])[cH:27][cH:28]1.[I-:36].[K+:33].[K+:34].[K+:35]>>[CH2:1]([CH3:2])[c:3]1[cH:4][c:5]2[c:9]([cH:10][cH:11]1)[NH:8][CH:7]1[CH:6]2[CH2:15][N:14]([CH2:25][CH2:24][CH2:23][C:21]([c:20]2[cH:19][cH:18][c:17]([F:16])[cH:28][cH:27]2)=[O:22])[CH2:13][CH2:12]1.